Task: describe an organic reaction: reactants, conditions, products, and yield. Dataset: the Open Reaction Database (ORD), a public repository of structured organic reaction records Starting materials: OC=1C=NC=CC1 (3-hydroxypyridine), ClCCO (2-chloroethanol), C(=O)([O-])[O-].[K+].[K+] (K2CO3). The solvent is CN(C)C=O (DMF). Reaction conditions: temperature 130 celsius, time 3 hour. Yields the product N1=CC(=CC=C1)OCCO (2-(3-Pyridyloxy)ethanol). Isolated yield 18.8%. Reaction SMILES: [OH:1][C:2]1[CH:3]=[N:4][CH:5]=[CH:6][CH:7]=1.Cl[CH2:9][CH2:10][OH:11].C([O-])([O-])=O.[K+].[K+]>CN(C=O)C>[N:4]1[CH:5]=[CH:6][CH:7]=[C:2]([O:1][CH2:9][CH2:10][OH:11])[CH:3]=1 |f:2.3.4|. Procedure: A mixture of 3-hydroxypyridine (2.00 g, 21 mmol), 2-chloroethanol (1.69 g, 21 mmol) and K2CO3 (8.7 g, 63 mmol) in DMF (10 mL) was stirred at 130° C. for 3 h. After cooling, the black mixture was filtered through a short bed of alumina using acetone as eluent to afford a brown oil which was partitioned between water (30 mL) and CH2Cl2 (40 mL). The aqueous phase was extracted with CH2Cl2 (3×40 mL), and the combined organic extracts were dried over MgSO4 and filtered. The filtrate was concentrated ... Starting materials: C(=O)C=1C=CC(=C(C(=O)NC=2C=NC=CC2)C1)OCC1=CC=CC=C1 (5-Formyl-2-[(phenylmethyl)oxy]-N-3-pyridinylbenzamide), C[Si](C)(C)[N-][Si](C)(C)C.[K+] (KHMDS), triethyl phosphonoacetate, C(C)(=O)OCC.CCCCCC (ethyl acetate hexane). Solvent: O1CCCC1 (tetrahydrofuran), O1CCCC1 (tetrahydrofuran). Conditions: temperature -78 celsius, time 15 minute. Product: C1(=CC=CC=C1)COC1=C(C=C(C=C1)\C=C/C(=O)OCC)C(=O)NC=1C=NC=CC1 (Ethyl (2Z)-3-{4-[(phenylmethyl)oxy]-3-[(3-pyridinylamino)carbonyl]phenyl}-2-propenoate). RXN SMILES: C[Si]([N-][Si](C)(C)C)(C)C.[K+].[CH:11]([C:13]1[CH:14]=[CH:15][C:16]([O:28][CH2:29][C:30]2[CH:35]=[CH:34][CH:33]=[CH:32][CH:31]=2)=[C:17]([CH:27]=1)[C:18]([NH:20][C:21]1[CH:22]=[N:23][CH:24]=[CH:25][CH:26]=1)=[O:19])=O.[C:36]([O:39][CH2:40][CH3:41])(=[O:38])[CH3:37].CCCCCC>O1CCCC1>[C:30]1([CH2:29][O:28][C:16]2[CH:15]=[CH:14][C:13](/[CH:11]=[CH:37]\[C:36]([O:39][CH2:40][CH3:41])=[O:38])=[CH:27][C:17]=2[C:18]([NH:20][C:21]2[CH:22]=[N:23][CH:24]=[CH:25][CH:26]=2)=[O:19])[CH:35]=[CH:34][CH:33]=[CH:32][CH:31]=1 |f:0.1,3.4|. Procedure: 0.5N KHMDS (1.81 ml, 0.90 mmol) was added to a solution of triethyl phosphonoacetate (0.20 g, 0.90 mmol) in tetrahydrofuran (5 ml) at −78° C. The solution was stirred at −78° C. for 15 minutes, then a suspension of 5-formyl-2-[(phenylmethyl)oxy]-N-3-pyridinylbenzamide (may be prepared as described in Example 66; 200 mg, 0.60 mmol) in tetrahydrofuran (10 ml) was added dropwise over 3 minutes. The mixture was stirred at −78° C. for 15 minutes. It was then allowed to warm to room temperature and st... The reactants are CN(C)C=O, SC1CCCCC1, O=C(O)CCc1oc(Cl)nc1-c1ccc(Cl)cc1, O. Yields the product O=C(O)CCc1oc(SC2CCCCC2)nc1-c1ccc(Cl)cc1. Reaction SMILES: [CH3:26][N:27]([CH3:28])[CH:29]=[O:30].[CH:19]1([SH:25])[CH2:20][CH2:21][CH2:22][CH2:23][CH2:24]1.[Cl:1][c:2]1[o:3][c:4]([CH2:14][CH2:15][C:16](=[O:17])[OH:18])[c:5](-[c:7]2[cH:8][cH:9][c:10]([Cl:13])[cH:11][cH:12]2)[n:6]1.[OH2:31]>>[c:2]1([S:25][CH:19]2[CH2:20][CH2:21][CH2:22][CH2:23][CH2:24]2)[o:3][c:4]([CH2:14][CH2:15][C:16](=[O:17])[OH:18])[c:5](-[c:7]2[cH:8][cH:9][c:10]([Cl:13])[cH:11][cH:12]2)[n:6]1. Reactants: OC(C(=O)N(C)C)C1=C(N=C2N(C3=C(N21)C=C(C(=C3)C)C)C)C3=CC=CC=C3 (α-hydroxy-N,N,6,7,9-pentamethyl-2-phenyl-9H-imidazo[1,2-a]benzimidazole-3-acetamide). The solvent is ClCCl (dichloromethane). Reaction conditions: time 3 hour. Yields the product CN(C(CC1=C(N=C2N(C3=C(N21)C=C(C(=C3)C)C)C)C3=CC=CC=C3)=O)C (N,N,6,7,9-Pentamethyl-2-phenyl-9H-imidazo[1,2-a]benzimidazole-3-acetamide). Isolated yield 93.5%. As a reaction SMILES: O[CH:2]([C:8]1[N:15]2[C:11]([N:12]([CH3:22])[C:13]3[CH:19]=[C:18]([CH3:20])[C:17]([CH3:21])=[CH:16][C:14]=32)=[N:10][C:9]=1[C:23]1[CH:28]=[CH:27][CH:26]=[CH:25][CH:24]=1)[C:3]([N:5]([CH3:7])[CH3:6])=[O:4]>ClCCl>[CH3:7][N:5]([CH3:6])[C:3](=[O:4])[CH2:2][C:8]1[N:15]2[C:11]([N:12]([CH3:22])[C:13]3[CH:19]=[C:18]([CH3:20])[C:17]([CH3:21])=[CH:16][C:14]=32)=[N:10][C:9]=1[C:23]1[CH:24]=[CH:25][CH:26]=[CH:27][CH:28]=1. Reported procedure: 13.7 g (0.0363 mol) of α-hydroxy-N,N,6,7,9-pentamethyl-2-phenyl-9H-imidazo[1,2-a]benzimidazole-3-acetamide are dissolved in 500 ml of dichloromethane. A slight insoluble matter is removed by filtration. 75 ml of thionyl chloride are added to the filtrate and the mixture is stirred for 3 h, allowed to stand overnight, and again stirred for 6 h. The solvent is evaporated under reduced pressure, as well as the excess thionyl chloride by means of toluene. The residue is dissolved in 500 ml of dichlo... Reactants: C(=O)(O)[C@H](C(C)C)N(CC1=CC=C(C=C1)C1=C(C=CC=C1)C1=NN=NN1)C(CCCC)=O ((S)-N-(1-Carboxy-2-methyl-prop-1-yl)-N-pentanoyl-N-[2'-(1H-tetrazol-5-yl)biphenyl-4-ylmethyl]-amine), Cl.NCCC1=CC=C(C=C1)O (tyramine hydrochloride), C(C)N(C(C)C)C(C)C (N-ethyldiisopropylamine), ON1N=NC2=C1C=CC=C2 (1-hydroxybenzotriazole), C1(CCCCC1)N=C=NC1CCCCC1 (dicyclohexylcarbodiimide). The solvent is CN(C)C=O (DMF). Run at time 1 hour. Yields the product OC1=CC=C(C=C1)CCNC(=O)[C@H](C(C)C)N(CC1=CC=C(C=C1)C1=C(C=CC=C1)C1=NN=NN1)C(CCCC)=O ((S)-N-{ 1-[2-(4-Hydroxyphenyl)ethylaminocarbonyl]-2-methyl-prop-1-yl}-N-pentanoyl-N-[2' -(1H-tetrazol-5-yl)biphenyl-4-ylmethyl]-amine). RXN SMILES: [C:1]([C@@H:4]([N:8]([C:27](=[O:32])[CH2:28][CH2:29][CH2:30][CH3:31])[CH2:9][C:10]1[CH:15]=[CH:14][C:13]([C:16]2[CH:21]=[CH:20][CH:19]=[CH:18][C:17]=2[C:22]2[NH:26][N:25]=[N:24][N:23]=2)=[CH:12][CH:11]=1)[CH:5]([CH3:7])[CH3:6])(O)=[O:2].Cl.[NH2:34][CH2:35][CH2:36][C:37]1[CH:42]=[CH:41][C:40]([OH:43])=[CH:39][CH:38]=1.C(N(C(C)C)C(C)C)C.ON1C2C=CC=CC=2N=N1.C1(N=C=NC2CCCCC2)CCCCC1>CN(C=O)C>[OH:43][C:40]1[CH:41]=[CH:42][C:37]([CH2:36][CH2:35][NH:34][C:1]([C@@H:4]([N:8]([C:27](=[O:32])[CH2:28][CH2:29][CH2:30][CH3:31])[CH2:9][C:10]2[CH:15]=[CH:14][C:13]([C:16]3[CH:21]=[CH:20][CH:19]=[CH:18][C:17]=3[C:22]3[NH:23][N:24]=[N:25][N:26]=3)=[CH:12][CH:11]=2)[CH:5]([CH3:7])[CH3:6])=[O:2])=[CH:38][CH:39]=1 |f:1.2|. Reported procedure: 0.5 g of the compound from Example 16, 0.21 g of tyramine hydrochloride, 0.225 ml of N-ethyldiisopropylamine, 0.164 g of 1-hydroxybenzotriazole and 0.296 g of dicyclohexylcarbodiimide are stirred at room temperature in 4 ml of DMF for 48 h. After evaporating the solvent in vacuo, the residue is stirred in a mixture of 4 ml of CH2Cl2 -MeOH-AcOH 94:3:3 for 1 h. After evaporating, the mixture is separated by means of flash chromatography (100 g, system N6). After lyophilizing from t-BuOH, the produ... Solvent: O (water), C(Cl)Cl (methylene chloride). Reported procedure: Under a nitrogen atmosphere, a solution of 0.7 gram (0.0015 mole) of 2-[2-trifluoromethyl-5-fluoro-6-(1-methyl-6-trifluoromethyluracil-3-yl)benzimidazol-1-yl]propanoic acid (Compound 19--prepared as in Step B of Example 8) in 20 mL of methylene chloride was stirred, and 0.4 gram (0.0030 mole) of 1-hydroxybenzotriazole, then 0.5 gram (0.0030 mole) of 1-(3-dimethylaminopropyl)-3-ethylcarbodiimide hydrochloride were added. The reaction mixture was cooled to about 0° C., and 0.2 gram (0.0015 mole) o... Isolated yield 58.3%. Reaction conditions: temperature 0 celsius, time 72 hour. Yields the product C1(=CC=CC=C1)CNC(=O)CC(C)N1C(=NC2=C1C=C(C(=C2)F)N2C(N(C(=CC2=O)C(F)(F)F)C)=O)C(F)(F)F (N-phenylmethyl-2-[2-trifluoromethyl-5-fluoro-6-(1-methyl-6-trifluoromethyluracil-3-yl)benzimidazol-1-yl]propanecarboxamide). The reactants are C1(=CC=CC=C1)CN (N-(phenylmethyl)amine), FC(C1=NC2=C(N1C(C(=O)O)C)C=C(C(=C2)F)N2C(N(C(=CC2=O)C(F)(F)F)C)=O)(F)F (2-[2-trifluoromethyl-5-fluoro-6-(1-methyl-6-trifluoromethyluracil-3-yl)benzimidazol-1-yl]propanoic acid), FC(C1=NC2=C(N1C(C(=O)O)C)C=C(C(=C2)F)N2C(N(C(=CC2=O)C(F)(F)F)C)=O)(F)F (2-[2-trifluoromethyl-5-fluoro-6-(1-methyl-6-trifluoromethyluracil-3-yl)benzimidazol-1-yl]propanoic acid), ON1N=NC2=C1C=CC=C2 (1-hydroxybenzotriazole), Cl.CN(CCCN=C=NCC)C (1-(3-dimethylaminopropyl)-3-ethylcarbodiimide hydrochloride). Reaction SMILES: [F:1][C:2]([F:32])([F:31])[C:3]1[N:7]([CH:8]([CH3:12])[C:9](O)=O)[C:6]2[CH:13]=[C:14]([N:18]3[C:23](=[O:24])[CH:22]=[C:21]([C:25]([F:28])([F:27])[F:26])[N:20]([CH3:29])[C:19]3=[O:30])[C:15]([F:17])=[CH:16][C:5]=2[N:4]=1.[OH:33]N1C2C=CC=CC=2N=N1.Cl.CN(C)[CH2:46][CH2:47][CH2:48][N:49]=[C:50]=NCC.[C:55]1(CN)C=C[CH:58]=[CH:57][CH:56]=1>C(Cl)Cl.O>[C:47]1([CH2:48][NH:49][C:50]([CH2:9][CH:8]([N:7]2[C:6]3[CH:13]=[C:14]([N:18]4[C:23](=[O:24])[CH:22]=[C:21]([C:25]([F:27])([F:28])[F:26])[N:20]([CH3:29])[C:19]4=[O:30])[C:15]([F:17])=[CH:16][C:5]=3[N:4]=[C:3]2[C:2]([F:31])([F:32])[F:1])[CH3:12])=[O:33])[CH:46]=[CH:58][CH:57]=[CH:56][CH:55]=1 |f:2.3|. Starting materials: Cc1cc(=O)n(-c2cc3[nH]c(=O)sc3cc2F)c(=O)n1C, CN(C)C=O, NC(=O)CCl, [H-], [Na+], O. The product is Cc1cc(=O)n(-c2cc3c(cc2F)sc(=O)n3CC(N)=O)c(=O)n1C. RXN SMILES: [CH3:1][n:2]1[c:3](=[O:21])[n:4](-[c:10]2[c:11]([F:20])[cH:12][c:13]3[c:14]([nH:15][c:16](=[O:18])[s:17]3)[cH:19]2)[c:5](=[O:9])[cH:6][c:7]1[CH3:8].[CH3:30][N:31]([CH3:32])[CH:33]=[O:34].[Cl:24][CH2:25][C:26](=[O:27])[NH2:28].[H-:22].[Na+:23].[OH2:29]>>[CH3:1][n:2]1[c:3](=[O:21])[n:4](-[c:10]2[c:11]([F:20])[cH:12][c:13]3[c:14]([n:15]([CH2:25][C:26](=[O:27])[NH2:28])[c:16](=[O:18])[s:17]3)[cH:19]2)[c:5](=[O:9])[cH:6][c:7]1[CH3:8]. The reactants are NC1=CC=C2C=CC=NC2=C1 (7-aminoquinoline), C1=C(C=CC=2C3=CC=CC=C3CC12)C(=O)O (9H -fluorene-2-carboxylic acid). Reaction SMILES: [NH2:1][C:2]1[CH:11]=[C:10]2[C:5]([CH:6]=[CH:7][CH:8]=[N:9]2)=[CH:4][CH:3]=1.[CH:12]1[C:24]2[CH2:23][C:22]3[C:17](=[CH:18][CH:19]=[CH:20][CH:21]=3)[C:16]=2[CH:15]=[CH:14][C:13]=1[C:25](O)=[O:26]>>[N:9]1[C:10]2[C:5](=[CH:4][CH:3]=[C:2]([NH:1][C:25]([C:13]3[CH:14]=[CH:15][C:16]4[C:17]5[C:22](=[CH:21][CH:20]=[CH:19][CH:18]=5)[CH2:23][C:24]=4[CH:12]=3)=[O:26])[CH:11]=2)[CH:6]=[CH:7][CH:8]=1. Procedure: Using the procedure outlined in Example 56, the title compound was prepared from 7-aminoquinoline (D55) (50 mg, 0.35 mmol) and 9H -fluorene-2-carboxylic acid (D71) (83 mg, 0.38 mmol) as an off-white solid. MS(ES): MH+ 337, M-H+ 335. The product is N1=CC=CC2=CC=C(C=C12)NC(=O)C1=CC=2CC3=CC=CC=C3C2C=C1 (9H-Fluorene-2-carboxylic acid quinolin-7-yl amide). Product: N1=CC=CC2=CC(=CC=C12)OC(NCCCCCCC)=O (Heptyl-Carbamic Acid quinolin-6-yl ester). Conditions: temperature 65 celsius, time 5 hour. The reactants are N1=CC=CC2=CC(=CC=C12)O (quinolin-6-ol), C(CCCCCC)N=C=O (heptyl isocyanate), N1=CC=CC=C1 (pyridine). Procedure: A mixture of quinolin-6-ol (0.29 g., 2 mmol), heptyl isocyanate (0.386 ml 2.4 mmol) and pyridine (1 ml) in dry tetrahydrofuran (10 ml) was heated at 65° C. with stirring for 5 hours. The reaction mixture was cooled and then quenched with water (1 ml), the reaction mixture was concentrated under vaccum and the separated solid was washed with water (2×5 ml) and crystallised with ether to give 1b; yield: 0.25 g. (43.7%), m.p. 78° C., C17H22N2O2; 1H NMR δ ppm (CDCl3): 0.88 (bs, 3H), 1.33-1.34 (m, 8H... The solvent is O1CCCC1 (tetrahydrofuran). As a reaction SMILES: [N:1]1[C:10]2[C:5](=[CH:6][C:7]([OH:11])=[CH:8][CH:9]=2)[CH:4]=[CH:3][CH:2]=1.[CH2:12]([N:19]=[C:20]=[O:21])[CH2:13][CH2:14][CH2:15][CH2:16][CH2:17][CH3:18].N1C=CC=CC=1>O1CCCC1>[N:1]1[C:10]2[C:5](=[CH:6][C:7]([O:11][C:20](=[O:21])[NH:19][CH2:12][CH2:13][CH2:14][CH2:15][CH2:16][CH2:17][CH3:18])=[CH:8][CH:9]=2)[CH:4]=[CH:3][CH:2]=1. Starting materials: Cl (HCl), CN1[C@H]2[C@@H]3CCC4(OCCO4)[C@H]4[C@]3(CC1)C1=C(O4)C(=CC=C1C2)C#N ((4R,4aR,7aR,12bS)-3-methyl-1,2,3,4,4a,5,6,7a-octahydrospiro[4,12-methanobenzofuro[3,2-e]isoquinoline-7,2′-[1,3]dioxolane]-9-carbonitrile), N(=NC(=O)OC(C)C)C(=O)OC(C)C (diisopropyl azodicarboxylate), CC1(CC(=O)CC(=O)C1)C (dimedone), CO (methanol). The solvent is CN(C=O)C (dimethylformamide). Conditions: temperature 55 celsius. Product: O1C2(OCC1)[C@H]1[C@@]34CCN[C@@H]([C@@H]3CC2)CC2=CC=C(C(=C24)O1)C#N ((4R,4aR,7aR,12bS)-1,2,3,4,4a,5,6,7a-octahydrospiro[4,12-methanobenzofuro[3,2-e]isoquinoline-7,2′-[1,3]dioxolane]-9-carbonitrile). Isolated yield 81.0%. RXN SMILES: C[N:2]1[CH2:15][CH2:14][C@@:13]23[C:16]4[C:22]5[CH2:23][C@@H:3]1[C@@H:4]2[CH2:5][CH2:6][C:7]1([C@@H:12]3[O:18][C:17]=4[C:19]([C:24]#[N:25])=[CH:20][CH:21]=5)[O:11][CH2:10][CH2:9][O:8]1.N(C(OC(C)C)=O)=NC(OC(C)C)=O.CC1(C)CC(=O)CC(=O)C1.CO.Cl>CN(C)C=O>[O:8]1[CH2:9][CH2:10][O:11][C:7]21[CH2:6][CH2:5][C@@H:4]1[C@@:13]34[C:16]5[C:22](=[CH:21][CH:20]=[C:19]([C:24]#[N:25])[C:17]=5[O:18][C@@H:12]23)[CH2:23][C@H:3]1[NH:2][CH2:15][CH2:14]4. Reported procedure: To a suspension of (4R,4aR,7aR,12bS)-3-methyl-1,2,3,4,4a,5,6,7a-octahydrospiro[4,12-methanobenzofuro[3,2-e]isoquinoline-7,2′-[1,3]dioxolane]-9-carbonitrile (5.0 g, 17.8 mmol) in dimethylformamide (50 mL) was added diisopropyl azodicarboxylate (5.4 mL, 27.5 mmol). The reaction was heated to 55° C. for 3 hours until the starting material was consumed. To the reaction was added dimedone (5.8 g, 41.4 mmol) and methanol (1.75 mL, 54.8 mmol) and the reaction heated to 60° C. for 3 hours. The reaction ...